This data is from the Open Reaction Database (ORD), a public repository of structured organic reaction records. The task is: describe an organic reaction: reactants, conditions, products, and yield Starting materials: O=C([O-])[O-], CN(C)C=O, CCOC(C)=O, Cl, CSc1nc(Cl)c(C(=O)N(CCCN)Cc2cc(C(F)(F)F)cc(C(F)(F)F)c2)c(Cl)n1, [K+], [K+]. The product is CSc1nc(Cl)c2c(n1)NCCCN(Cc1cc(C(F)(F)F)cc(C(F)(F)F)c1)C2=O. RXN SMILES: [C:34](=[O:35])([O-:36])[O-:37].[CH3:40][N:41]([CH3:42])[CH:43]=[O:44].[CH3:45][CH2:46][O:47][C:48](=[O:49])[CH3:50].[ClH:1].[F:2][C:3]([c:4]1[cH:5][c:6]([CH2:7][N:8]([C:9](=[O:10])[c:11]2[c:12]([Cl:20])[n:13][c:14]([S:18][CH3:19])[n:15][c:16]2[Cl:17])[CH2:21][CH2:22][CH2:23][NH2:24])[cH:25][c:26]([C:28]([F:29])([F:30])[F:31])[cH:27]1)([F:32])[F:33].[K+:38].[K+:39]>>[F:2][C:3]([c:4]1[cH:5][c:6]([CH2:7][N:8]2[C:9](=[O:10])[c:11]3[c:12]([Cl:20])[n:13][c:14]([S:18][CH3:19])[n:15][c:16]3[NH:24][CH2:23][CH2:22][CH2:21]2)[cH:25][c:26]([C:28]([F:29])([F:30])[F:31])[cH:27]1)([F:32])[F:33].